From a dataset of the Open Reaction Database (ORD), a public repository of structured organic reaction records. describe an organic reaction: reactants, conditions, products, and yield Starting materials: C=CCCCBr, O=C1NC(=O)c2ccccc21, [K+], [K+], [K], O=C([O-])[O-], CN(C)C=O, O. The product is C=CCCCN1C(=O)c2ccccc2C1=O. RXN SMILES: [Br:1][CH2:2][CH2:3][CH2:4][CH:5]=[CH2:6].[C:13]1(=[O:23])[c:14]2[c:15]([cH:19][cH:20][cH:21][cH:22]2)[C:16](=[O:18])[NH:17]1.[K+:7].[K+:8].[K:24].[O-:9][C:10]([O-:11])=[O:12].[O:26]=[CH:27][N:28]([CH3:29])[CH3:30].[OH2:25]>>[CH2:2]([CH2:3][CH2:4][CH:5]=[CH2:6])[N:17]1[C:13](=[O:23])[c:14]2[c:15]([cH:19][cH:20][cH:21][cH:22]2)[C:16]1=[O:18]. Starting materials: [H-].[Na+] (sodium hydride), aqueous solution, C(C)(=O)OC=1C(=C(C2=C(CCC(O2)(O)CC)C1C)C)C (6-acetoxy-3,4-dihydro-2-ethyl-2-hydroxy-5,7,8-trimethyl-2H-1-benzopyran), C(C)(C)OC(C(CCCBr)(C)C)=O (2,2-dimethyl-5-bromopentanoic acid isopropyl ester), Cl (hydrochloric acid). The solvent is C(C)OCC (ethyl ether), O (water), CS(=O)C (dimethylsulfoxide), C1=CC=CC=C1 (benzene), C1=CC=CC=C1 (benzene). Reaction conditions: time 40 minute. Yields the product C(C)(=O)OC1=C(C(=C(OCCCC(C(=O)OC(C)C)(C)C)C(=C1C)C)CCC(CC)=O)C (5-[4-Acetoxy-2-(3-oxopentyl)-3,5,6-trimethylphenoxy]-2,2-dimethyl pentanoic acid, isopropyl ester). Yield: 83.0%. Reaction SMILES: [C:1]([O:4][C:5]1[C:6]([CH3:20])=[C:7]([CH3:19])[C:8]2[O:13][C:12]([CH2:15][CH3:16])([OH:14])[CH2:11][CH2:10][C:9]=2[C:17]=1[CH3:18])(=[O:3])[CH3:2].[H-].[Na+].[CH:23]([O:26][C:27](=[O:35])[C:28]([CH3:34])([CH3:33])[CH2:29][CH2:30][CH2:31]Br)([CH3:25])[CH3:24].Cl>C1C=CC=CC=1.CS(C)=O.C(OCC)C.O>[C:1]([O:4][C:5]1[C:6]([CH3:20])=[C:7]([CH3:19])[C:8]([O:13][CH2:31][CH2:30][CH2:29][C:28]([CH3:33])([CH3:34])[C:27]([O:26][CH:23]([CH3:24])[CH3:25])=[O:35])=[C:9]([CH2:10][CH2:11][C:12](=[O:14])[CH2:15][CH3:16])[C:17]=1[CH3:18])(=[O:3])[CH3:2] |f:1.2|. Reported procedure: A solution containing 20.0 g (0.072 moles) of 6-acetoxy-3,4-dihydro-2-ethyl-2-hydroxy-5,7,8-trimethyl-2H-1-benzopyran in 500 ml of benzene is slowly dripped, under nitrogen atmosphere, into a suspension containing 2.07 g (0.086 moles) of 97% sodium hydride in 150 ml of dimethylsulfoxide. After 40 minutes the solution is dripped into a solution containing 21.6 g (0.086 moles) of 2,2-dimethyl-5-bromopentanoic acid isopropyl ester in 100 ml of benzene brought to 60° C. and the mixture is reacted fo... Starting materials: [N+](=O)([O-])C=1C(=NNC1)C(=O)O (4-Nitropyrazole-3-carboxylic acid), NC1=CC=CC=C1 (aniline), C(CCl)Cl (EDC), C=1C=CC2=C(C1)N=NN2O (HOBt). Run in CN(C=O)C (N,N-dimethylformamide). Reaction conditions: time 8 hour. The product is C1(=CC=CC=C1)NC(=O)C1=NNC=C1[N+](=O)[O-] (4-Nitro-1H-pyrazole-3-carboxylic acid phenylamide). The yield is 77.2%. As a reaction SMILES: [N+:1]([C:4]1[C:5]([C:9]([OH:11])=O)=[N:6][NH:7][CH:8]=1)([O-:3])=[O:2].[NH2:12][C:13]1[CH:18]=[CH:17][CH:16]=[CH:15][CH:14]=1.C(Cl)CCl.C1C=CC2N(O)N=NC=2C=1>CN(C)C=O>[C:13]1([NH:12][C:9]([C:5]2[C:4]([N+:1]([O-:3])=[O:2])=[CH:8][NH:7][N:6]=2)=[O:11])[CH:18]=[CH:17][CH:16]=[CH:15][CH:14]=1. Reported procedure: 4-Nitropyrazole-3-carboxylic acid (2.5 g; 15.9 mmol) was added to a stirred solution of aniline (1.6 ml; 17.5 mmol), EDC (3.7 g; 19.1 mmol), and HOBt (2.6 g; 19.1 mmol) in N,N-dimethylformamide (DMF) (25 ml), then stirred at room temperature overnight. The solvent was removed by evaporation under reduced pressure and the residue triturated with ethyl acetate/saturated NaHCO3 solution. The resultant solid was collected by filtration, washed with water and diethyl ether then dried under vacuum to ... Starting materials: BrC1=C(OC=C1)C=O (3-bromofuran-2-carboxaldehyde), C#CCCCCCC (1-octyne). Yields the product C(#CCCCCCC)C1=C(OC=C1)C=O (3-(1-Octynyl)furan-2-carboxaldehyde). Isolated yield 71.8%. RXN SMILES: Br[C:2]1[CH:6]=[CH:5][O:4][C:3]=1[CH:7]=[O:8].[CH:9]#[C:10][CH2:11][CH2:12][CH2:13][CH2:14][CH2:15][CH3:16]>>[C:9]([C:2]1[CH:6]=[CH:5][O:4][C:3]=1[CH:7]=[O:8])#[C:10][CH2:11][CH2:12][CH2:13][CH2:14][CH2:15][CH3:16]. Procedure: Reaction of 3-bromofuran-2-carboxaldehyde (4.71 g, 27 mmole from Example 5) with 1-octyne (3 g, 27 mmole) as described in Example 8 afforded 3.96 g (72%) of the title compound, as an oil, after chromatography on silica (DCM:Hexane 1:2), νmax (film) 2950, 2930, 2850, 2230, 1680, 1570, 1420, 1360, 1275, 890, 775 cm-1 ; δ(CDCl3) 0.92(3H, distorted t), 1.42(8H, complex m), 2.48(2H, t, J=6.5 Hz), 6.59(1H, d, J=3 Hz), 7.62(1H, d, J=3 Hz), 9.82(1H, s). Product: Cl.NC[C@@H]1CC[C@H](CC1)O (trans-4-Aminomethyl-cyclohexanol hydrochloride). Starting materials: C(=O)(OC(C)(C)C)NC[C@@H]1CC[C@H](CC1)O (trans-N-Boc-4-aminomethyl-cyclohexanol), Cl (hydrogen chloride). Reported procedure: trans-4-Aminomethyl-cyclohexanol hydrochloride (342 mg) was prepared by following General Procedure L using trans-N-Boc-4-aminomethyl-cyclohexanol (500 mg) and hydrogen chloride (5.45 mL, 4.0 M solution in 1,4-dioxane). RXN SMILES: C([NH:8][CH2:9][C@H:10]1[CH2:15][CH2:14][C@H:13]([OH:16])[CH2:12][CH2:11]1)(OC(C)(C)C)=O.[ClH:17]>>[ClH:17].[NH2:8][CH2:9][C@H:10]1[CH2:15][CH2:14][C@H:13]([OH:16])[CH2:12][CH2:11]1 |f:2.3|. Procedure details: Isobutyric acid (1.2 g, redistilled) was slowly added dropwise to a stirred solution of lithium di-isopropylamide [prepared from di-isopropylamine (2.74 g) and n-butyl lithium (13.6 ml of a 2M solution in hexane)] in dry tetrahydrofuran (50 ml) at 0° under an atmosphere of nitrogen. The mixture was stirred at 0° for 40 min, heated to 45° for 2 hr, and allowed to cool to room temperature. This solution was then added dropwise to a stirred solution of methyl 4-(5-formyl-1-propylindol-3-ylmethyl)-3... The yield is 40.0%. Run in CCCCCC (hexane), O1CCCC1 (tetrahydrofuran). Reaction SMILES: [C:1]([OH:6])(=[O:5])[CH:2]([CH3:4])[CH3:3].C([N-]C(C)C)(C)C.[Li+].C(NC(C)C)(C)C.C([Li])CCC.[CH:27]([C:29]1[CH:30]=[C:31]2[C:35](=[CH:36][CH:37]=1)[N:34]([CH2:38][CH2:39][CH3:40])[CH:33]=[C:32]2[CH2:41][C:42]1[CH:51]=[CH:50][C:45]([C:46]([O:48][CH3:49])=[O:47])=[CH:44][C:43]=1[O:52][CH3:53])=[O:28].C(O)(=O)CC(CC(O)=O)(C(O)=O)O>CCCCCC.O1CCCC1>[C:1]([C:2]([CH3:4])([CH3:3])[CH:27]([C:29]1[CH:30]=[C:31]2[C:35](=[CH:36][CH:37]=1)[N:34]([CH2:38][CH2:39][CH3:40])[CH:33]=[C:32]2[CH2:41][C:42]1[CH:51]=[CH:50][C:45]([C:46]([O:48][CH3:49])=[O:47])=[CH:44][C:43]=1[O:52][CH3:53])[OH:28])([OH:6])=[O:5] |f:1.2|. Reactants: C(C)(C)NC(C)C (di-isopropylamine), C(CCC)[Li] (n-butyl lithium), solution, C(C(C)C)(=O)O (Isobutyric acid), C(C)(C)[N-]C(C)C.[Li+] (lithium di-isopropylamide), C(CC(O)(C(=O)O)CC(=O)O)(=O)O (citric acid), C(=O)C=1C=C2C(=CN(C2=CC1)CCC)CC1=C(C=C(C(=O)OC)C=C1)OC (methyl 4-(5-formyl-1-propylindol-3-ylmethyl)-3-methoxybenzoate). The product is C(=O)(O)C(C(O)C=1C=C2C(=CN(C2=CC1)CCC)CC1=C(C=C(C(=O)OC)C=C1)OC)(C)C (methyl 4-[5-(2-carboxy-1-hydroxy-2-methylpropyl)-1-propylindol-3-ylmethyl]-3-methoxybenzoate). Conditions: time 40 minute. The reactants are Cl.SCCN (2-mercaptoethylamine hydrochloride), C1(=CC=CC=C1)C(O)C1=CC=CC=C1 (diphenylmethanol). The solvent is C(F)(F)(F)C(=O)O (CF3CO2H). Conditions: time 5.5 hour. The product is C1(=CC=CC=C1)C(SCCN)C1=CC=CC=C1 (2-(Diphenylmethylthio)ethylamine). RXN SMILES: Cl.[SH:2][CH2:3][CH2:4][NH2:5].[C:6]1([CH:12]([C:14]2[CH:19]=[CH:18][CH:17]=[CH:16][CH:15]=2)O)[CH:11]=[CH:10][CH:9]=[CH:8][CH:7]=1>C(C(O)=O)(F)(F)F>[C:6]1([CH:12]([C:14]2[CH:15]=[CH:16][CH:17]=[CH:18][CH:19]=2)[S:2][CH2:3][CH2:4][NH2:5])[CH:11]=[CH:10][CH:9]=[CH:8][CH:7]=1 |f:0.1|. Reported procedure: A mixture of 2-mercaptoethylamine hydrochloride (12.058 g, 0.106 mol) and diphenylmethanol (20.062 g, 0.109 mol) in CF3CO2H (180 ml) was stirred at room temperature for 5.5 hours, then evaporated to a brownish/orange oil. Ether (500 ml) and 2N NaOH (200 ml) were added. The ether layer was washed with water (3×100 ml), saturated aqueous NaCl (100 ml), dried (MgSO4) and most of the ether removed in vacuo. The solution was cooled to -10° giving white crystalline compound (XXVI). This material was f...